describe an organic reaction: reactants, conditions, products, and yield From a dataset of the Open Reaction Database (ORD), a public repository of structured organic reaction records. Starting materials: COC([C@H](CCCCCC(C)=O)NC(=O)OC(C)(C)C)=O ((2S)-2-[(tert-Butoxycarbonyl)amino]-8-oxononanoic acid methyl ester), O[Li].O (LiOH hydrate). Solvent: C1CCOC1 (THF), O (water). Conditions: time 30 minute. Yields the product C(C)(C)(C)OC(=O)N[C@H](C(=O)O)CCCCCC(C)=O ((2S)-2-[(tert-Butoxycarbonyl)amino]-8-oxononanoic acid). As a reaction SMILES: C[O:2][C:3](=[O:21])[C@@H:4]([NH:13][C:14]([O:16][C:17]([CH3:20])([CH3:19])[CH3:18])=[O:15])[CH2:5][CH2:6][CH2:7][CH2:8][CH2:9][C:10](=[O:12])[CH3:11].O[Li].O>C1COCC1.O>[C:17]([O:16][C:14]([NH:13][C@@H:4]([CH2:5][CH2:6][CH2:7][CH2:8][CH2:9][C:10](=[O:12])[CH3:11])[C:3]([OH:21])=[O:2])=[O:15])([CH3:20])([CH3:19])[CH3:18] |f:1.2|. Procedure details: (2S)-2-[(tert-Butoxycarbonyl)amino]-8-oxononanoic acid methyl ester (1 eq.) was dissolved in a 1:1 mixture of THF and water at RT and LiOH hydrate (1.2 eq.) was added and the mixture was stirred for 30 min. The mixture was partitioned between 0.1M HCl and DCM, separated and the organic phase was washed with water, dried (Na2SO4) and concentrated under reduced pressure. The colourless oil A1 obtained was used in the next step without purification. MS (ES) C14H25NO5 requires: 287, found: 288 (M+H)... The reactants are Cc1cc(C)c(N2CCCc3c2nn(C)c3Br)c(C)c1, ClC(Cl)(Cl)Cl, CC(C)O, [O-][I+3]([O-])([O-])[O-], [Na+], O, O, O=[Ru]=O. Yields the product Cc1cc(C)c(N2C(=O)CCc3c2nn(C)c3Br)c(C)c1. RXN SMILES: [Br:7][c:8]1[n:9]([CH3:26])[n:10][c:11]2[c:16]1[CH2:15][CH2:14][CH2:13][N:12]2[c:17]1[c:18]([CH3:25])[cH:19][c:20]([CH3:24])[cH:21][c:22]1[CH3:23].[C:32]([Cl:33])([Cl:34])([Cl:35])[Cl:36].[CH:27]([CH3:28])([CH3:29])[OH:30].[I+3:1]([O-:2])([O-:3])([O-:4])[O-:5].[Na+:6].[OH2:31].[OH2:37].[Ru:38](=[O:39])=[O:40]>>[Br:7][c:8]1[n:9]([CH3:26])[n:10][c:11]2[c:16]1[CH2:15][CH2:14][C:13](=[O:30])[N:12]2[c:17]1[c:18]([CH3:25])[cH:19][c:20]([CH3:24])[cH:21][c:22]1[CH3:23].